Dataset: the Open Reaction Database (ORD), a public repository of structured organic reaction records. Task: describe an organic reaction: reactants, conditions, products, and yield Reactants: COC(=O)C=1N=C(OC1)CC(CC(=O)OCC)C1=CC=CC=C1 (ethyl (±)-4-(4-methoxycarbonyl-1,3-oxazol-2-yl)-3-phenylbutanoate), [Li+].[I-] (LiI), Cl (HCl). Solvent: N1=CC=CC=C1 (pyridine). Run at time 18 hour. Yields the product C(=O)(O)C=1N=C(OC1)CC(CC(=O)OCC)C1=CC=CC=C1 (Ethyl (±)-4-(4-carboxy-1,3-oxazol-2-yl)-3-phenylbutanoate). The yield is 80.5%. As a reaction SMILES: C[O:2][C:3]([C:5]1[N:6]=[C:7]([CH2:10][CH:11]([C:18]2[CH:23]=[CH:22][CH:21]=[CH:20][CH:19]=2)[CH2:12][C:13]([O:15][CH2:16][CH3:17])=[O:14])[O:8][CH:9]=1)=[O:4].[Li+].[I-].Cl>N1C=CC=CC=1>[C:3]([C:5]1[N:6]=[C:7]([CH2:10][CH:11]([C:18]2[CH:19]=[CH:20][CH:21]=[CH:22][CH:23]=2)[CH2:12][C:13]([O:15][CH2:16][CH3:17])=[O:14])[O:8][CH:9]=1)([OH:4])=[O:2] |f:1.2|. Reported procedure: A solution of ethyl (±)-4-(4-methoxycarbonyl-1,3-oxazol-2-yl)-3-phenylbutanoate (267 mg, 0.84 mmole) and LiI (338 mg, 2.52 mmole) in pyridine (5 mL) was heated to reflux. After 18 hr, the mixture was cooled to RT, poured into 10% HCl (150 mL), then extracted with CH2Cl2 (3×50 mL). The combined organic extracts were dried over MgSO4, filtered, and concentrated to give the title compound (205 mg, 80%) as a white solid: MS (ES) m/e 304 (M+H)+. Reaction conditions: temperature 50 celsius, time 17 hour. Yields the product COC1=C(CNC=2C3=C(N=CN2)N(C=C3)[C@@H]3O[C@@H]([C@@H]2[C@H]3OC(O2)(C)C)CN(C2CC(C2)CC(=O)O)C)C=CC(=C1)OC (2-(3-((((3aR,4R,6R,6aR)-6-(4-((2,4-dimethoxybenzyl)amino)-7H-pyrrolo[2,3-d]pyrimidin-7-yl)-2,2-dimethyltetrahydrofuro[3,4-d][1,3]dioxol-4-yl)methyl)(methyl)amino)cyclobutyl)acetic acid). Reported procedure: A solution of methyl 2-(3-((((3aR,4R,6R,6aR)-6-(4-((2,4-dimethoxybenzyl)amino)-7H-pyrrolo[2,3-d]pyrimidin-7-yl)-2,2-dimethyltetrahydrofuro[3,4-d][1,3]dioxol-4-yl)methyl)(methyl)amino)cyclobutyl)acetate (270 mg, 0.453 mmol) in methanol (8.6 mL) was treated dropwise with a solution of sodium hydroxide (36 mg, 0.91 mmol) in water (0.9 mL, 50 mmol) and the mixture was heated at 50° C. After 17 h, HPLC indicated the reaction was complete. The reaction mixture was cooled to room temperature and treate... As a reaction SMILES: [CH3:1][O:2][C:3]1[CH:41]=[C:40]([O:42][CH3:43])[CH:39]=[CH:38][C:4]=1[CH2:5][NH:6][C:7]1[C:8]2[CH:15]=[CH:14][N:13]([C@H:16]3[C@@H:20]4[O:21][C:22]([CH3:25])([CH3:24])[O:23][C@@H:19]4[C@@H:18]([CH2:26][N:27]([CH3:37])[CH:28]4[CH2:31][CH:30]([CH2:32][C:33]([O:35]C)=[O:34])[CH2:29]4)[O:17]3)[C:9]=2[N:10]=[CH:11][N:12]=1.[OH-].[Na+].O.Cl>CO>[CH3:1][O:2][C:3]1[CH:41]=[C:40]([O:42][CH3:43])[CH:39]=[CH:38][C:4]=1[CH2:5][NH:6][C:7]1[C:8]2[CH:15]=[CH:14][N:13]([C@H:16]3[C@@H:20]4[O:21][C:22]([CH3:24])([CH3:25])[O:23][C@@H:19]4[C@@H:18]([CH2:26][N:27]([CH3:37])[CH:28]4[CH2:29][CH:30]([CH2:32][C:33]([OH:35])=[O:34])[CH2:31]4)[O:17]3)[C:9]=2[N:10]=[CH:11][N:12]=1 |f:1.2|. Starting materials: COC1=C(CNC=2C3=C(N=CN2)N(C=C3)[C@@H]3O[C@@H]([C@@H]2[C@H]3OC(O2)(C)C)CN(C2CC(C2)CC(=O)OC)C)C=CC(=C1)OC (methyl 2-(3-((((3aR,4R,6R,6aR)-6-(4-((2,4-dimethoxybenzyl)amino)-7H-pyrrolo[2,3-d]pyrimidin-7-yl)-2,2-dimethyltetrahydrofuro[3,4-d][1,3]dioxol-4-yl)methyl)(methyl)amino)cyclobutyl)acetate), [OH-].[Na+] (sodium hydroxide), O (water), Cl (HCl). Solvent: CO (methanol). Reactants: ( A ), [OH-].[Na+] (sodium hydroxide), FC(C(=C(F)F)F)(F)F (hexafluoropropylene), ( B ), ClCl (chlorine). The reagents and catalysts are CCCCCCCC[N+](C)(CCCCCCCC)CCCCCCCC.[Cl-] (TOMAC). Run in Cl[O-].[Na+] (sodium hypochlorite). Run at temperature -5 celsius. Yields the product FC(C1(C(F)(F)O1)F)(F)F (Hexafluoropropylene Oxide). RXN SMILES: ClCl.[OH-:3].[Na+].[F:5][C:6]([F:13])([F:12])[C:7]([F:11])=[C:8]([F:10])[F:9]>CCCCCCCC[N+](CCCCCCCC)(CCCCCCCC)C.[Cl-].Cl[O-].[Na+]>[F:5][C:6]([F:13])([F:12])[C:7]1([F:11])[O:3][C:8]1([F:10])[F:9] |f:1.2,4.5,6.7|. Procedure: A 300 ml pressure resistant glass reactor equipped with a fluorine resin-coated stirring bar, a pressure gauge, a nozzle for a thermocouple, a cooling device, a nozzle (A) for sampling and a nozzle (B) for supplying a reaction solution and withdrawing a reaction product was charged with 160 ml of an F-113 solution containing 0.580 g (1.44 millimoles) of TOMAC and 70 ml of an aqueous sodium hypochlorite solution with an available chlorine content of 6% containing 1.5% by weight of sodium hydroxid... Reactants: N1(CCCCC1)C1CCN(CC1)C=1C(=CC(=C2C=CC=NC12)Cl)C(C)=O (1-[8-(1,4′-bipiperidin-1′-yl)-5-chloroquinolin-7-yl]ethanone), C(C)(=O)[O-].[NH4+] (ammonium acetate), C(#N)[BH3-].[Na+] (sodium cyanoborohydride), O1CCCC1 (tetrahydrofuran). Run in CO (methanol), C(C)#N (acetonitrile). Reaction conditions: temperature 65 celsius. Yields the product N1(CCCCC1)C1CCN(CC1)C=1C(=CC(=C2C=CC=NC12)Cl)C(C)N (1-[8-(1,4′-Bipiperidin-1′-yl)-5-chloroquinolin-7-yl]ethanamine). RXN SMILES: [N:1]1([CH:7]2[CH2:12][CH2:11][N:10]([C:13]3[C:14]([C:24](=O)[CH3:25])=[CH:15][C:16]([Cl:23])=[C:17]4[C:22]=3[N:21]=[CH:20][CH:19]=[CH:18]4)[CH2:9][CH2:8]2)[CH2:6][CH2:5][CH2:4][CH2:3][CH2:2]1.C([O-])(=O)C.[NH4+].C([BH3-])#[N:33].[Na+].O1CCCC1>CO.C(#N)C>[N:1]1([CH:7]2[CH2:12][CH2:11][N:10]([C:13]3[C:14]([CH:24]([NH2:33])[CH3:25])=[CH:15][C:16]([Cl:23])=[C:17]4[C:22]=3[N:21]=[CH:20][CH:19]=[CH:18]4)[CH2:9][CH2:8]2)[CH2:6][CH2:5][CH2:4][CH2:3][CH2:2]1 |f:1.2,3.4|. Procedure: A mixture of 1-[8-(1,4′-bipiperidin-1′-yl)-5-chloroquinolin-7-yl]ethanone (0.0165 g, 0.0444 mmol) and ammonium acetate (0.0342 g, 0.444 mmol) in methanol (0.3 mL) and acetonitrile (0.3 mL) was heated at 65° C. in a sealed tube for 1 hour. After cooling to room temperature, to the resulting mixture was added 1.0 M sodium cyanoborohydride in tetrahydrofuran (0.11 mL, 0.11 mmol). The reaction was heated at 65° C. overnight. The mixture was cooled to room temperature, quenched with sat. NaHCO3 solut... The reactants are C(C)(C)(C)OC(=O)N1CCN(CC1)C1=CC(=CC=2C(=C(OC21)C(N)=O)CC2=CC=CC=C2)C (4-(3-Benzyl-2-carbamoyl-5-methyl-benzofuran-7-yl)-piperazine-1-carboxylic acid tert-butyl ester), Cl (HCl). The product is C(C1=CC=CC=C1)C1=C(OC2=C1C=C(C=C2N2CCNCC2)C)C(=O)N (3-benzyl-5-methyl-7-piperazin-1-yl-benzofuran-2-carboxylic acid amide), hydrochloride salt. As a reaction SMILES: C(OC([N:8]1[CH2:13][CH2:12][N:11]([C:14]2[C:22]3[O:21][C:20]([C:23](=[O:25])[NH2:24])=[C:19]([CH2:26][C:27]4[CH:32]=[CH:31][CH:30]=[CH:29][CH:28]=4)[C:18]=3[CH:17]=[C:16]([CH3:33])[CH:15]=2)[CH2:10][CH2:9]1)=O)(C)(C)C.Cl>>[CH2:26]([C:19]1[C:18]2[CH:17]=[C:16]([CH3:33])[CH:15]=[C:14]([N:11]3[CH2:12][CH2:13][NH:8][CH2:9][CH2:10]3)[C:22]=2[O:21][C:20]=1[C:23]([NH2:24])=[O:25])[C:27]1[CH:32]=[CH:31][CH:30]=[CH:29][CH:28]=1. Procedure: 4-(3-Benzyl-2-carbamoyl-5-methyl-benzofuran-7-yl)-piperazine-1-carboxylic acid tert-butyl ester was deprotected using ethanolic HCl, following the procedure of step 4 of Example 2, to provide 3-benzyl-5-methyl-7-piperazin-1-yl-benzofuran-2-carboxylic acid amide as a hydrochloride salt, (M+H)+ 350. RXN SMILES: [CH3:35][C:36](=[O:37])[OH:38].[I:1][c:2]1[cH:3][c:4]2[c:8]([cH:9][cH:10]1)[NH:7][C:6](=[O:11])[C:5]2=[O:12].[NH:13]([NH2:14])[C:15]([CH2:16][O:17][c:18]1[cH:19][cH:20][c:21]([C:22](=[O:23])[O:24][CH2:25][c:26]2[cH:27][cH:28][cH:29][cH:30][cH:31]2)[cH:32][cH:33]1)=[O:34]>>[I:1][c:2]1[cH:3][c:4]2[c:8]([cH:9][cH:10]1)[NH:7][C:6](=[O:11])[C:5]2=[N:14][NH:13][C:15]([CH2:16][O:17][c:18]1[cH:19][cH:20][c:21]([C:22](=[O:23])[O:24][CH2:25][c:26]2[cH:27][cH:28][cH:29][cH:30][cH:31]2)[cH:32][cH:33]1)=[O:34]. The reactants are CC(=O)O, O=C1Nc2ccc(I)cc2C1=O, NNC(=O)COc1ccc(C(=O)OCc2ccccc2)cc1. Product: O=C(COc1ccc(C(=O)OCc2ccccc2)cc1)NN=C1C(=O)Nc2ccc(I)cc21.